Task: describe an organic reaction: reactants, conditions, products, and yield. Dataset: the Open Reaction Database (ORD), a public repository of structured organic reaction records Reactants: CCCC[N+](CCCC)(CCCC)CCCC, CC1(C)COC(=O)C1=O, Cc1ccccc1, O=C([O-])c1c(F)c(F)c(F)c(F)c1F, CC(C)(C)OC(=O)N1CC(P(c2ccccc2)c2ccccc2)CC1CP(c1ccccc1)c1ccccc1. Product: CC1(C)COC(=O)C1O. Reaction SMILES: [CH2:63]([N+:64]([CH2:65][CH2:66][CH2:67][CH3:68])([CH2:69][CH2:70][CH2:71][CH3:72])[CH2:73][CH2:74][CH2:75][CH3:76])[CH2:77][CH2:78][CH3:79].[CH3:1][C:2]1([CH3:9])[C:3](=[O:8])[C:4](=[O:7])[O:5][CH2:6]1.[CH3:80][c:81]1[cH:82][cH:83][cH:84][cH:85][cH:86]1.[F:49][c:50]1[c:51]([C:52]([O-:53])=[O:54])[c:55]([F:56])[c:57]([F:58])[c:59]([F:60])[c:61]1[F:62].[c:10]1([P:11]([c:12]2[cH:13][cH:14][cH:15][cH:16][cH:17]2)[CH:18]2[CH2:19][N:20]([C:21]([O:22][C:23]([CH3:24])([CH3:25])[CH3:26])=[O:27])[CH:28]([CH2:29][P:30]([c:31]3[cH:32][cH:33][cH:34][cH:35][cH:36]3)[c:37]3[cH:38][cH:39][cH:40][cH:41][cH:42]3)[CH2:43]2)[cH:44][cH:45][cH:46][cH:47][cH:48]1>>[CH3:1][C:2]1([CH3:9])[CH:3]([OH:8])[C:4](=[O:7])[O:5][CH2:6]1.